From a dataset of the Open Reaction Database (ORD), a public repository of structured organic reaction records. describe an organic reaction: reactants, conditions, products, and yield Reactants: NC1=CC=C(C=C1)N1C2=C(NC(CC1=O)=O)C1=CC=CC=C1C=C2 (5-(4-aminophenyl)-1H-naphtho[1,2-b][1,4]diazepine-2,4(3H,5H)-dione), O=C1NC2=C(N(C(C1)=O)C1=CC=C(C(=O)O)C=C1)C=CC1=CC=CC=C12 (4-[2,4-Dioxo-3,4-dihydro-1H-naphtho[2,1-b][1,4]diazepin-5(2H)-yl]benzoic acid), O=C1NC2=C(N(C(C1)=O)C1=CC=C(C(=O)OCC)C=C1)C=CC1=CC=CC=C12 (Ethyl 4-[2,4-dioxo-3,4-dihydro-1H-naphtho[2,1-b][1,4]diazepin-5(2H)-yl]benzoate), ClC1=C(C=CC(=O)Cl)C=CC=C1 (2-chlorocinnamic acid chloride). Yield: 50.0%. Product: ClC1=C(C=CC=C1)C=CC(=O)NC1=CC=C(C=C1)N1C2=C(NC(CC1=O)=O)C1=CC=CC=C1C=C2 (5-[4-[3-(2-Chlorophenyl)propenoylamino]phenyl]-1H-naphtho[1,2-b][1,4]diazepine-2,4(3H,5H)-dione). Reaction SMILES: [NH2:1][C:2]1[CH:7]=[CH:6][C:5]([N:8]2[C:14](=[O:15])[CH2:13][C:12](=[O:16])[NH:11][C:10]3[C:17]4[C:22]([CH:23]=[CH:24][C:9]2=3)=[CH:21][CH:20]=[CH:19][CH:18]=4)=[CH:4][CH:3]=1.O=C1CC(=O)N(C2C=CC(C(OCC)=O)=CC=2)C2C=CC3C(C=2N1)=CC=CC=3.[Cl:53][C:54]1[CH:64]=[CH:63][CH:62]=[CH:61][C:55]=1[CH:56]=[CH:57][C:58](Cl)=[O:59].O=C1CC(=O)N(C2C=CC(C(O)=O)=CC=2)C2C=CC3C(C=2N1)=CC=CC=3>>[Cl:53][C:54]1[CH:64]=[CH:63][CH:62]=[CH:61][C:55]=1[CH:56]=[CH:57][C:58]([NH:1][C:2]1[CH:7]=[CH:6][C:5]([N:8]2[C:14](=[O:15])[CH2:13][C:12](=[O:16])[NH:11][C:10]3[C:17]4[C:22]([CH:23]=[CH:24][C:9]2=3)=[CH:21][CH:20]=[CH:19][CH:18]=4)=[CH:4][CH:3]=1)=[O:59]. Procedure details: By using 5-(4-aminophenyl)-1H-naphtho[1,2-b][1,4]diazepine-2,4(3H,5H)-dione obtained in Example 1, (3) (40 mg, 0.126 mmol), and 2-chlorocinnamic acid chloride (0.151 mmol), the title compound (30 mg, yield 50%) was obtained as white crystals in the same manner as that of Example 1, (4). The product is NC=1C(=CC(=C(C1)OC1=CC=C(C=O)C=C1)F)[N+](=O)[O-] (4-[(5-amino-2-fluoro-4-nitrophenyl)oxy]benzaldehyde). The yield is 85.1%. Reported procedure: A solution of 5-chloro-4-fluoro-2-nitroaniline (0.380 g, 1.99 mmol), potassium t-butoxide (0.269 g, 2.39 mmol), and 4-hydroxybenzaldehyde (0.292 g, 2.39 mmol) in dimethylformamide (5 mL) was heated to 80 degrees Centigrade for 6 hours and then cooled. Water was added and the organics extracted using ethyl acetate (2×50 mL). The combined organics were then washed one time in brine and then dried (Na2SO4), filtered and concentrated. Chromatography on silica gel using a gradient of 20%-30% ethyl ac... RXN SMILES: Cl[C:2]1[C:3]([F:12])=[CH:4][C:5]([N+:9]([O-:11])=[O:10])=[C:6]([CH:8]=1)[NH2:7].CC(C)([O-])C.[K+].[OH:19][C:20]1[CH:27]=[CH:26][C:23]([CH:24]=[O:25])=[CH:22][CH:21]=1.O>CN(C)C=O>[NH2:7][C:6]1[C:5]([N+:9]([O-:11])=[O:10])=[CH:4][C:3]([F:12])=[C:2]([O:19][C:20]2[CH:27]=[CH:26][C:23]([CH:24]=[O:25])=[CH:22][CH:21]=2)[CH:8]=1 |f:1.2|. The solvent is CN(C=O)C (dimethylformamide). The reactants are O (Water), ClC=1C(=CC(=C(N)C1)[N+](=O)[O-])F (5-chloro-4-fluoro-2-nitroaniline), CC(C)([O-])C.[K+] (potassium t-butoxide), OC1=CC=C(C=O)C=C1 (4-hydroxybenzaldehyde). Reactants: ice water, crude product, BrC1=CC(=C(C(=C1)CC)O)CC (4-bromo-2,6-diethylphenol), BrCCCOC1=CC=C(C=C1)OC(F)(F)F (l-(3-bromopropyloxy)-4-trifluoromethoxybenzene), C([O-])([O-])=O.[K+].[K+] (potassium carbonate). Run in CN(C=O)C (N,N-dimethylformamide). Yields the product BrC1=CC(=C(C(=C1)C)OCCCOC1=CC=C(C=C1)OC(F)(F)F)CC (4-bromo-2-ethyl-6-methyl-1-[3-(4-trifluoromethoxyphenoxy)propyloxy]benzene). Isolated yield 78.3%. Reaction SMILES: [Br:1][C:2]1[CH:7]=[C:6]([CH2:8][CH3:9])[C:5]([OH:10])=[C:4]([CH2:11]C)[CH:3]=1.Br[CH2:14][CH2:15][CH2:16][O:17][C:18]1[CH:23]=[CH:22][C:21]([O:24][C:25]([F:28])([F:27])[F:26])=[CH:20][CH:19]=1.C(=O)([O-])[O-].[K+].[K+]>CN(C)C=O>[Br:1][C:2]1[CH:3]=[C:4]([CH3:11])[C:5]([O:10][CH2:14][CH2:15][CH2:16][O:17][C:18]2[CH:23]=[CH:22][C:21]([O:24][C:25]([F:26])([F:27])[F:28])=[CH:20][CH:19]=2)=[C:6]([CH2:8][CH3:9])[CH:7]=1 |f:2.3.4|. Procedure: To a mixture of 10 g of 4-bromo-2,6-diethylphenol, 13.5 g of l-(3-bromopropyloxy)-4-trifluoromethoxybenzene and 100 ml of N,N-dimethylformamide was added 6.6 g of potassium carbonate, while stirring at room temperature. After stirring at room temperature for 12 hours, the reaction mixture was poured into ice water, and extracted twice with 200 ml of diethyl ether. The combined ether layer was washed with water, dried with anhydrous magnesium sulfate, and concentrated to obtain a crude product. T... Reactants: Cc1ccc(S(=O)(=O)n2cc(-c3ccc(Cl)cc3)c(OCc3ccccc3)n2)cc1, CCCC[N+](CCCC)(CCCC)CCCC, [F-], C1CCOC1. The product is Clc1ccc(-c2c[nH]nc2OCc2ccccc2)cc1. RXN SMILES: [CH2:19]([c:20]1[cH:21][cH:22][cH:23][cH:24][cH:25]1)[O:26][c:27]1[n:28][n:29]([S:39]([c:40]2[cH:41][cH:42][c:43]([CH3:44])[cH:45][cH:46]2)(=[O:47])=[O:48])[cH:30][c:31]1-[c:32]1[cH:33][cH:34][c:35]([Cl:38])[cH:36][cH:37]1.[CH3:2][CH2:3][CH2:4][CH2:5][N+:6]([CH2:7][CH2:8][CH2:9][CH3:10])([CH2:11][CH2:12][CH2:13][CH3:14])[CH2:15][CH2:16][CH2:17][CH3:18].[F-:1].[O:49]1[CH2:50][CH2:51][CH2:52][CH2:53]1>>[CH2:19]([c:20]1[cH:21][cH:22][cH:23][cH:24][cH:25]1)[O:26][c:27]1[n:28][nH:29][cH:30][c:31]1-[c:32]1[cH:33][cH:34][c:35]([Cl:38])[cH:36][cH:37]1.